This data is from the Open Reaction Database (ORD), a public repository of structured organic reaction records. The task is: describe an organic reaction: reactants, conditions, products, and yield Run in CO (methanol), O (water). Starting materials: FC1=CC=C(C=C1)C=1C=C(C(=O)OC)C=CN1 (Methyl 2-(4-fluorophenyl)isonicotinate), [OH-].[Na+] (sodium hydroxide). As a reaction SMILES: [F:1][C:2]1[CH:7]=[CH:6][C:5]([C:8]2[CH:9]=[C:10]([CH:15]=[CH:16][N:17]=2)[C:11]([O:13]C)=[O:12])=[CH:4][CH:3]=1.[OH-].[Na+]>CO.O>[F:1][C:2]1[CH:3]=[CH:4][C:5]([C:8]2[CH:9]=[C:10]([CH:15]=[CH:16][N:17]=2)[C:11]([OH:13])=[O:12])=[CH:6][CH:7]=1 |f:1.2|. Yield: 51.4%. Procedure: Methyl 2-(4-fluorophenyl)isonicotinate (278 mg, 1.20 mmol) was dissolved in methanol (2 mL) and the solution was added with 2 mol/L aqueous sodium hydroxide solution (2 mL, 4.0 mmol), followed by stirring at room temperature overnight. The solvent was evaporated under reduced pressure and the obtained reaction mixture was dissolved in water. The solution was washed with ethyl acetate, then was added with 1 mol/L hydrochloric acid, and the obtained crystal was collected by filtration to obtain 2-... Product: FC1=CC=C(C=C1)C=1C=C(C(=O)O)C=CN1 (2-(4-fluorophenyl)isonicotinic acid). Conditions: time 8 hour. Reactants: CO, NN, CN(C)C=O, O, COc1ccc(C(=O)Nc2ccccc2)c2c1oc1ccc([N+](=O)[O-])cc12. Product: COc1ccc(C(=O)Nc2ccccc2)c2c1oc1ccc(N)cc12. Reaction SMILES: [CH3:31][OH:32].[NH2:29][NH2:30].[O:33]=[CH:34][N:35]([CH3:36])[CH3:37].[OH2:28].[c:1]1([NH:7][C:8](=[O:9])[c:10]2[cH:11][cH:12][c:13]([O:26][CH3:27])[c:14]3[o:15][c:16]4[c:17]([c:18]23)[cH:19][c:20]([N+:23]([O-:24])=[O:25])[cH:21][cH:22]4)[cH:2][cH:3][cH:4][cH:5][cH:6]1>>[c:1]1([NH:7][C:8](=[O:9])[c:10]2[cH:11][cH:12][c:13]([O:26][CH3:27])[c:14]3[o:15][c:16]4[c:17]([c:18]23)[cH:19][c:20]([NH2:23])[cH:21][cH:22]4)[cH:2][cH:3][cH:4][cH:5][cH:6]1. Starting materials: ClC1=CC(=C(C=C1)N1CCNCC1)OC (1-(4-chloro-2-methoxyphenyl)piperazine), C(C1=CC=CC=C1)N1C(N(C=C(C1=O)C)CCCCl)=O (3-benzyl-1-(3-chloropropyl)-5-methyl-2,4(1H,3H)-pyrimidinedione). The product is Cl.C(C1=CC=CC=C1)N1C(N(C=C(C1=O)C)CCCN1CCN(CC1)C1=C(C=C(C=C1)Cl)OC)=O (3-benzyl-1-{3-[4-(4-chloro-2-methoxyphenyl)piperazin-1-yl]propyl}-5-methyl-2,4(1H,3H)-pyrimidinedione hydrochloride). RXN SMILES: [Cl:1][C:2]1[CH:7]=[CH:6][C:5]([N:8]2[CH2:13][CH2:12][NH:11][CH2:10][CH2:9]2)=[C:4]([O:14][CH3:15])[CH:3]=1.[CH2:16]([N:23]1[C:28](=[O:29])[C:27]([CH3:30])=[CH:26][N:25]([CH2:31][CH2:32][CH2:33]Cl)[C:24]1=[O:35])[C:17]1[CH:22]=[CH:21][CH:20]=[CH:19][CH:18]=1>>[ClH:1].[CH2:16]([N:23]1[C:28](=[O:29])[C:27]([CH3:30])=[CH:26][N:25]([CH2:31][CH2:32][CH2:33][N:11]2[CH2:10][CH2:9][N:8]([C:5]3[CH:6]=[CH:7][C:2]([Cl:1])=[CH:3][C:4]=3[O:14][CH3:15])[CH2:13][CH2:12]2)[C:24]1=[O:35])[C:17]1[CH:18]=[CH:19][CH:20]=[CH:21][CH:22]=1 |f:2.3|. Procedure details: substituting 1-(4-chloro-2-methoxyphenyl)piperazine and 3-benzyl-1-(3-chloropropyl)-5-methyl-2,4(1H,3H)-pyrimidinedione gave 3-benzyl-1-{3-[4-(4-chloro-2-methoxyphenyl)piperazin-1-yl]propyl}-5-methyl-2,4(1H,3H)-pyrimidinedione hydrochloride, m.p. 194°-195° C.; Anal.: Calcd. for C26H31ClN4O3.(HCl)2 : C, 55.63; H, 6.03; N, 9.98%; Found: C, 55.82; H, 5.94; N, 9.85%; The reactants are ClC(Cl)(Cl)Br, O=C([O-])[O-], CCOC(=O)C(CC)C(=O)OCC, CCCC[N+](CCCC)(CCCC)CCCC, [F-], [K+], [K+], O, O, O. Reaction SMILES: [Br:14][C:15]([Cl:16])([Cl:17])[Cl:18].[C:40](=[O:41])([O-:42])[O-:43].[CH2:1]([CH3:2])[CH:3]([C:4](=[O:5])[O:6][CH2:7][CH3:8])[C:9](=[O:10])[O:11][CH2:12][CH3:13].[CH2:23]([N+:24]([CH2:25][CH2:26][CH2:27][CH3:28])([CH2:29][CH2:30][CH2:31][CH3:32])[CH2:33][CH2:34][CH2:35][CH3:36])[CH2:37][CH2:38][CH3:39].[F-:22].[K+:44].[K+:45].[OH2:19].[OH2:20].[OH2:21]>>[CH:1]([CH3:2])([CH:3]([C:4](=[O:5])[O:6][CH2:7][CH3:8])[C:9](=[O:10])[O:11][CH2:12][CH3:13])[Br:14]. Yields the product CCOC(=O)C(C(=O)OCC)C(C)Br. The reactants are O (water), BrCC1=C(C=CC=C1)/C(/C(=O)OC)=C\OC ((E)-methyl 2-[2-(bromomethyl)phenyl]-3-methoxypropenoate), P(=O)(O)([O-])[O-].[Na+].[Na+] (sodium hydrogen orthophosphate), P(=O)(O)([O-])[O-].[K+].[K+] (potassium hydrogen monophosphate). Run in CS(=O)C (DMSO). Run at temperature 80 celsius. Product: C(=O)C1=C(C=CC=C1)/C(/C(=O)OC)=C\OC ((E)-methyl 2-(2-formylphenyl)-3-methoxy-propenoate). Yield: 35.9%. Reaction SMILES: Br[CH2:2][C:3]1[CH:8]=[CH:7][CH:6]=[CH:5][C:4]=1/[C:9](=[CH:14]\[O:15][CH3:16])/[C:10]([O:12][CH3:13])=[O:11].P([O-])([O-])(O)=[O:18].[Na+].[Na+].P([O-])([O-])(O)=O.[K+].[K+].O>CS(C)=O>[CH:2]([C:3]1[CH:8]=[CH:7][CH:6]=[CH:5][C:4]=1/[C:9](=[CH:14]\[O:15][CH3:16])/[C:10]([O:12][CH3:13])=[O:11])=[O:18] |f:1.2.3,4.5.6|. Procedure details: A mixture of (E)-methyl 2-[2-(bromomethyl)phenyl]-3-methoxypropenoate (10.0 g, 90% pure), sodium hydrogen orthophosphate dibasic (Na2HPO4, 5.74 g) and potassium hydrogen monophosphate monobasic (KH2PO4, 0.55 g) in DMSO (20 ml) was heated at 80° C. for 1 hour and then at 110° C. for a further hour (compare J H Babler, M J Coghlan, M Feng and P Fries, J.Org.Chem., 1979, 44, 1716). After cooling, the reaction mixture was poured into water and extracted with ether. The extracts were washed with brin... Reactants: Clc1ccc2scc(CBr)c2c1, CN(C)C=O, N#CCOc1cccc2[nH]c3ccccc3c12. Yields the product N#CCOc1cccc2c1c1ccccc1n2Cc1csc2ccc(Cl)cc12. RXN SMILES: [Br:18][CH2:19][c:20]1[cH:21][s:22][c:23]2[c:24]1[cH:25][c:26]([Cl:29])[cH:27][cH:28]2.[O:30]=[CH:31][N:32]([CH3:33])[CH3:34].[cH:1]1[cH:2][cH:3][c:4]([O:14][CH2:15][C:16]#[N:17])[c:5]2[c:6]3[cH:7][cH:8][cH:9][cH:10][c:11]3[nH:12][c:13]12>>[cH:1]1[cH:2][cH:3][c:4]([O:14][CH2:15][C:16]#[N:17])[c:5]2[c:6]3[cH:7][cH:8][cH:9][cH:10][c:11]3[n:12]([CH2:19][c:20]3[cH:21][s:22][c:23]4[c:24]3[cH:25][c:26]([Cl:29])[cH:27][cH:28]4)[c:13]12.